This data is from the Open Reaction Database (ORD), a public repository of structured organic reaction records. The task is: describe an organic reaction: reactants, conditions, products, and yield Starting materials: CC(C)(C)[Si](C)(C)Cl, CCOC(C)=O, CC(=O)O, C1CCOC1, O, C=CC1NC(=O)C1C(C)O. Product: C=CC1C(C(C)O)C(=O)N1[Si](C)(C)C(C)(C)C. RXN SMILES: [C:11]([CH3:12])([CH3:13])([CH3:14])[Si:15]([CH3:16])([CH3:17])[Cl:18].[CH3:19][CH2:20][O:21][C:22](=[O:23])[CH3:24].[CH3:31][C:32](=[O:33])[OH:34].[O:26]1[CH2:27][CH2:28][CH2:29][CH2:30]1.[OH2:25].[OH:1][CH:2]([CH3:3])[CH:4]1[C:5](=[O:10])[NH:6][CH:7]1[CH:8]=[CH2:9]>>[OH:1][CH:2]([CH3:3])[CH:4]1[C:5](=[O:10])[N:6]([Si:15]([C:11]([CH3:12])([CH3:13])[CH3:14])([CH3:16])[CH3:17])[CH:7]1[CH:8]=[CH2:9]. Reactants: C(C)(C)(C)OC(=O)N[C@@H](CO)C(=O)O (N-t-butoxycarbonyl-L-serine), O1CCCC=C1 (3,4-dihydro-2H-pyrane). The reagents and catalysts are C1(=CC=C(C=C1)S(=O)(=O)[O-])C.[NH+]1=CC=CC=C1 (pyridinium p-toluene sulfonate). Run in ClCCl (dichloromethane). Reaction conditions: time 3 hour. The product is C(C)(C)(C)OC(=O)N[C@@H](COC1OCCCC1)C(=O)O (N-t-butoxycarbonyl-O-tetrahydropyranyl-L-serine). Yield: 91.8%. As a reaction SMILES: [C:1]([O:5][C:6]([NH:8][C@H:9]([C:12]([OH:14])=[O:13])[CH2:10][OH:11])=[O:7])([CH3:4])([CH3:3])[CH3:2].[O:15]1[CH:20]=[CH:19][CH2:18][CH2:17][CH2:16]1>ClCCl.C1(C)C=CC(S([O-])(=O)=O)=CC=1.[NH+]1C=CC=CC=1>[C:1]([O:5][C:6]([NH:8][C@H:9]([C:12]([OH:14])=[O:13])[CH2:10][O:11][CH:16]1[CH2:17][CH2:18][CH2:19][CH2:20][O:15]1)=[O:7])([CH3:4])([CH3:2])[CH3:3] |f:3.4|. Reported procedure: 7.65 g of N-t-butoxycarbonyl-L-serine and 3.88 g of 3,4-dihydro-2H-pyrane were dissolved in 60 ml of dichloromethane followed by the addition of 0.47 g of pyridinium p-toluene sulfonate and the solution was stirred for 3 hours at room temperature. After the reaction solution was washed with water and saturated brine, the solvent was distilled off under reduced pressure to obtain 9.90 g of the target compound. Yield: 92% Starting materials: COC=1C=C(C(=O)O)C=CC1N1C(OC[C@H]1C)=O ((R)-3-methoxy-4-(4-methyl-2-oxooxazolidin-3-yl)benzoic acid), Cl.CC=1C(=NC=C(C1)C)N1CCNCC1 (1-(3,5-dimethylpyridin-2-yl)piperazine hydrochloride). Yields the product Cl.CC=1C(=NC=C(C1)C)N1CCN(CC1)C(=O)C1=CC(=C(C=C1)N1C(OC[C@H]1C)=O)OC ((R)-3-{4-[4-(3,5-dimethylpyridin-2-yl)piperazine-1-carbonyl]-2-methoxyphenyl}-4-methyloxazolidin-2-one hydrochloride). Isolated yield 45.7%. Reaction SMILES: [CH3:1][O:2][C:3]1[CH:4]=[C:5]([CH:9]=[CH:10][C:11]=1[N:12]1[C@H:16]([CH3:17])[CH2:15][O:14][C:13]1=[O:18])[C:6]([OH:8])=O.[ClH:19].[CH3:20][C:21]1[C:22]([N:28]2[CH2:33][CH2:32][NH:31][CH2:30][CH2:29]2)=[N:23][CH:24]=[C:25]([CH3:27])[CH:26]=1>>[ClH:19].[CH3:20][C:21]1[C:22]([N:28]2[CH2:29][CH2:30][N:31]([C:6]([C:5]3[CH:9]=[CH:10][C:11]([N:12]4[C@H:16]([CH3:17])[CH2:15][O:14][C:13]4=[O:18])=[C:3]([O:2][CH3:1])[CH:4]=3)=[O:8])[CH2:32][CH2:33]2)=[N:23][CH:24]=[C:25]([CH3:27])[CH:26]=1 |f:1.2,3.4|. Procedure: By reaction and treatment in the same manner as in Example 87 and using (R)-3-methoxy-4-(4-methyl-2-oxooxazolidin-3-yl)benzoic acid (1 g) described in Preparation Example 46 and 1-(3,5-dimethylpyridin-2-yl)piperazine hydrochloride (956 mg) described in Preparation Example 64, the title compound (838 mg) was obtained. The reactants are OS(=O)(=O)O (H2SO4), C(OCC)(OCC)OCC (triethyl orthoformate), NC1=NC(=C(C(=N1)N)OCCCOC1=C(C=CC=C1)CCC(=O)O)CC (2,4-diamino-6-ethyl-5-(3-(2-(2-carboxyethyl)phenoxy)propoxy)pyrimidine), C(=O)([O-])[O-].[K+].[K+] (K2CO3). Run in CCO (EtOH). Run at temperature 25 celsius, time 8 hour. Yields the product NC1=NC(=C(C(=N1)N)OCCCOC1=C(C=CC=C1)CCC(=O)OCC)CC (2,4-diamino-6-ethyl-5-(3-(2-(2-ethoxycarbonylethyl)phenoxy)propoxy)pyrimidine). Isolated yield 90.0%. Reaction SMILES: [NH2:1][C:2]1[N:7]=[C:6]([NH2:8])[C:5]([O:9][CH2:10][CH2:11][CH2:12][O:13][C:14]2[CH:19]=[CH:18][CH:17]=[CH:16][C:15]=2[CH2:20][CH2:21][C:22]([OH:24])=[O:23])=[C:4]([CH2:25][CH3:26])[N:3]=1.OS(O)(=O)=O.C(OCC)(OCC)O[CH2:34][CH3:35].C([O-])([O-])=O.[K+].[K+]>CCO>[NH2:1][C:2]1[N:7]=[C:6]([NH2:8])[C:5]([O:9][CH2:10][CH2:11][CH2:12][O:13][C:14]2[CH:19]=[CH:18][CH:17]=[CH:16][C:15]=2[CH2:20][CH2:21][C:22]([O:24][CH2:34][CH3:35])=[O:23])=[C:4]([CH2:25][CH3:26])[N:3]=1 |f:3.4.5|. Procedure: To a solution of 2,4-diamino-6-ethyl-5-(3-(2-(2-carboxyethyl)phenoxy)propoxy)pyrimidine (0.3604 g, 1 mmol) and a catalytic amount of con. H2SO4 in EtOH (4 mL) was added triethyl orthoformate (2 mL) and the mixture was left stirring at 25° C. for 8 hours. The reaction mixture was neutralized with K2CO3 and evaporated to dryness. The crude product was diluted with water and extracted with CH2Cl2. Evaporation to dryness gave the desired ester as white solid (0.3496 g, 90%, mp. 124.5-1255.5° C.). 1H... Reactants: Cl.C1(=CC=CC=C1)N(C(=O)C1=CC2=C(N(C(=N2)SCC2=CC=C(C=C2)C(N)=N)C)C=C1)CCC(=O)OCC (1-methyl-2-[(4-amidinophenyl)methylthio]benzimidazol-5-yl-carboxylic acid-N-phenyl-N-(2-ethoxycarbonylethyl)amide hydrochloride), [OH-].[Na+] (sodium hydroxide), C26H25N5O3S. The solvent is CO (Methanol). Yields the product Cl.C1(=CC=CC=C1)N(C(=O)C1=CC2=C(N(C(=N2)SCC2=CC=C(C=C2)C(N)=N)C)C=C1)CCC(=O)O (1-Methyl-2-[(4-amidinophenyl)methylthio]benzimidazol-5-yl-carboxylic acid-N-phenyl-N-(2-hydroxycarbonylethyl)amide hydrochloride). Isolated yield 57.0%. RXN SMILES: [ClH:1].[C:2]1([N:8]([CH2:32][CH2:33][C:34]([O:36]CC)=[O:35])[C:9]([C:11]2[CH:31]=[CH:30][C:14]3[N:15]([CH3:29])[C:16]([S:18][CH2:19][C:20]4[CH:25]=[CH:24][C:23]([C:26](=[NH:28])[NH2:27])=[CH:22][CH:21]=4)=[N:17][C:13]=3[CH:12]=2)=[O:10])[CH:7]=[CH:6][CH:5]=[CH:4][CH:3]=1.[OH-].[Na+]>CO>[ClH:1].[C:2]1([N:8]([CH2:32][CH2:33][C:34]([OH:36])=[O:35])[C:9]([C:11]2[CH:31]=[CH:30][C:14]3[N:15]([CH3:29])[C:16]([S:18][CH2:19][C:20]4[CH:25]=[CH:24][C:23]([C:26](=[NH:27])[NH2:28])=[CH:22][CH:21]=4)=[N:17][C:13]=3[CH:12]=2)=[O:10])[CH:3]=[CH:4][CH:5]=[CH:6][CH:7]=1 |f:0.1,2.3,5.6|. Procedure: Prepared analogously to Example 10 from 1-methyl-2-[(4-amidinophenyl)methylthio]benzimidazol-5-yl-carboxylic acid-N-phenyl-N-(2-ethoxycarbonylethyl)amide hydrochloride and sodium hydroxide solution. Yield: 57% of theory, C26H25N5O3S (487.58); Rf value: 0.23 (Reversed Phase silica gel RP-8; Methanol/5% saline solution=6:4); EKA mass spectrum: (M+H)+=488; (M+Na)+=510; (M+Na+H)++=255.6. Reactants: O1SCN(CC1)C1=C(C=CC=C1)NC(=S)N (1-(2-thiamorpholinophenyl)thiourea), CI (methyl iodide). Run in CC(=O)C (acetone). Yields the product CSC(NC1=C(C=CC=C1)N1CSOCC1)=N (2-methyl-1-(2-thiamorpholinophenyl)-2-thiopseudourea). RXN SMILES: [O:1]1[CH2:6][CH2:5][N:4]([C:7]2[CH:12]=[CH:11][CH:10]=[CH:9][C:8]=2[NH:13][C:14]([NH2:16])=[S:15])[CH2:3][S:2]1.[CH3:17]I>CC(C)=O>[CH3:17][S:15][C:14](=[NH:16])[NH:13][C:8]1[CH:9]=[CH:10][CH:11]=[CH:12][C:7]=1[N:4]1[CH2:5][CH2:6][O:1][S:2][CH2:3]1. Procedure: A mixture of 1-(2-thiamorpholinophenyl)thiourea (12.6 g), methyl iodide (7.1 g) and acetone (60 ml) was heated at 90°-95° C. for 21/2 hours. The solvent was removed by evaporation and the residue dried under vacuum (5 mm/Hg) to give 2-methyl-1-(2-thiamorpholinophenyl)-2-thiopseudourea hydroidide (m.p. 176°-177° C.). Starting materials: Oc1ccccc1Cl, Oc1c(Cl)cccc1Cl. The product is Oc1c(Cl)cc(Cl)cc1Cl. As a reaction SMILES: [Cl:1][c:2]1[cH:3][cH:4][cH:5][cH:6][c:7]1[OH:8].[OH:9][c:10]1[c:11]([Cl:12])[cH:13][cH:14][cH:15][c:16]1[Cl:17]>>[Cl:1][c:14]1[cH:13][c:11]([Cl:12])[c:10]([OH:9])[c:16]([Cl:17])[cH:15]1.